Dataset: the Open Reaction Database (ORD), a public repository of structured organic reaction records. Task: describe an organic reaction: reactants, conditions, products, and yield Starting materials: COc1ccc2[nH]c(C=O)cc2c1, Cc1ccccc1, O=CC=P(c1ccccc1)(c1ccccc1)c1ccccc1. Product: COc1ccc2[nH]c(C=CC=O)cc2c1. RXN SMILES: [CH3:1][O:2][c:3]1[cH:4][c:5]2[cH:6][c:7]([CH:12]=[O:13])[nH:8][c:9]2[cH:10][cH:11]1.[CH3:36][c:37]1[cH:38][cH:39][cH:40][cH:41][cH:42]1.[CH:14](=[O:15])[CH:16]=[P:17]([c:18]1[cH:19][cH:20][cH:21][cH:22][cH:23]1)([c:24]1[cH:25][cH:26][cH:27][cH:28][cH:29]1)[c:30]1[cH:31][cH:32][cH:33][cH:34][cH:35]1>>[CH3:1][O:2][c:3]1[cH:4][c:5]2[cH:6][c:7]([CH:12]=[CH:16][CH:14]=[O:15])[nH:8][c:9]2[cH:10][cH:11]1. Starting materials: ClCCl, CNC, [Cl-], Cl, O=C(O)c1cc(-c2ccccc2)nc2ccccc12. Yields the product CN(C)C(=O)c1cc(-c2ccccc2)nc2ccccc12. RXN SMILES: [CH2:25]([Cl:26])[Cl:27].[CH3:22][NH:23][CH3:24].[Cl-:2].[ClH:1].[c:3]1(-[c:9]2[n:10][c:11]3[cH:12][cH:13][cH:14][cH:15][c:16]3[c:17]([C:19](=[O:20])[OH:21])[cH:18]2)[cH:4][cH:5][cH:6][cH:7][cH:8]1>>[c:3]1(-[c:9]2[n:10][c:11]3[cH:12][cH:13][cH:14][cH:15][c:16]3[c:17]([C:19](=[O:21])[N:23]([CH3:22])[CH3:24])[cH:18]2)[cH:4][cH:5][cH:6][cH:7][cH:8]1. Starting materials: NC1=C(C(=NN1C1=C(C=C(C=C1Cl)C(F)(F)F)Cl)C#N)I (5-amino-3-cyano-1-(2,6-dichloro-4-trifluoromethylphenyl)-4-iodopyrazole), CCOCC (ether), S1C(=CC=C1)B(O)O (Thiophene-2-boronic acid), C([O-])([O-])=O.[Na+].[Na+] (sodium carbonate). Reagents/catalysts: C=1C=CC(=CC1)[P](C=2C=CC=CC2)(C=3C=CC=CC3)[Pd]([P](C=4C=CC=CC4)(C=5C=CC=CC5)C=6C=CC=CC6)([P](C=7C=CC=CC7)(C=8C=CC=CC8)C=9C=CC=CC9)[P](C=1C=CC=CC1)(C=1C=CC=CC1)C=1C=CC=CC1 (tetrakis(triphenylphosphine)palladium(0)). Run in C(OC)COC (dimethoxyethane), O (water). Reaction conditions: time 30 minute. Product: NC1=C(C(=NN1C1=C(C=C(C=C1Cl)C(F)(F)F)Cl)C#N)C=1SC=CC1 (5-Amino-3-cyano-1-(2,6-dichloro-4-trifluoromethylphenyl)-4-(2-thienyl)pyrazole). RXN SMILES: [NH2:1][C:2]1[N:6]([C:7]2[C:12]([Cl:13])=[CH:11][C:10]([C:14]([F:17])([F:16])[F:15])=[CH:9][C:8]=2[Cl:18])[N:5]=[C:4]([C:19]#[N:20])[C:3]=1I.[S:22]1[CH:26]=[CH:25][CH:24]=[C:23]1B(O)O.C(=O)([O-])[O-].[Na+].[Na+].CCOCC>C(COC)OC.C1C=CC([P]([Pd]([P](C2C=CC=CC=2)(C2C=CC=CC=2)C2C=CC=CC=2)([P](C2C=CC=CC=2)(C2C=CC=CC=2)C2C=CC=CC=2)[P](C2C=CC=CC=2)(C2C=CC=CC=2)C2C=CC=CC=2)(C2C=CC=CC=2)C2C=CC=CC=2)=CC=1.O>[NH2:1][C:2]1[N:6]([C:7]2[C:12]([Cl:13])=[CH:11][C:10]([C:14]([F:17])([F:16])[F:15])=[CH:9][C:8]=2[Cl:18])[N:5]=[C:4]([C:19]#[N:20])[C:3]=1[C:23]1[S:22][CH:26]=[CH:25][CH:24]=1 |f:2.3.4,^1:50,52,71,90|. Procedure: A solution of 5-amino-3-cyano-1-(2,6-dichloro-4-trifluoromethylphenyl)-4-iodopyrazole (0.45 g) in dimethoxyethane (4 ml) containing tetrakis(triphenylphosphine)palladium(0) (0.035 g) was stirred at room temperature for 30 minutes and then heated to 80° C. Thiophene-2-boronic acid (0.14 g) and aqueous sodium carbonate solution (2 ml, 1M) were added and the mixture heated under reflux for 3 hours. The cooled reaction was poured into ether and water. The organic layer was separated, dried (MgSO4) a... Starting materials: [Al+3], C1CCOC1, CC(C)=CCCC1=CCC(C(=O)O)CC1, [H-], [H-], [H-], [H-], [Li+]. The product is CC(C)=CCCC1=CCC(CO)CC1. As a reaction SMILES: [Al+3:2].[CH2:22]1[O:23][CH2:24][CH2:25][CH2:26]1.[CH3:7][C:8](=[CH:9][CH2:10][CH2:11][C:12]1=[CH:13][CH2:14][CH:15]([C:18](=[O:19])[OH:20])[CH2:16][CH2:17]1)[CH3:21].[H-:1].[H-:4].[H-:5].[H-:6].[Li+:3]>>[CH3:7][C:8](=[CH:9][CH2:10][CH2:11][C:12]1=[CH:13][CH2:14][CH:15]([CH2:18][OH:19])[CH2:16][CH2:17]1)[CH3:21]. Reactants: CC(C)(C)OC(=O)N1CCNCC1, CNOC, O=C(Cl)CCl. The product is CON(C)C(=O)CN1CCNCC1. RXN SMILES: [C:1]([O:2][C:6](=[O:3])[N:8]1[CH2:9][CH2:10][NH:11][CH2:12][CH2:13]1)([CH3:4])([CH3:5])[CH3:7].[CH3:19][O:20][NH:21][CH3:22].[Cl:14][CH2:15][C:16](=[O:17])[Cl:18]>>[CH2:6]([N:8]1[CH2:9][CH2:10][NH:11][CH2:12][CH2:13]1)[C:16](=[O:17])[N:21]([O:20][CH3:19])[CH3:22]. Starting materials: O=C([O-])O, C[Si](C)(C)C=[N+]=[N-], CCCCCC, ClCCl, F[B-](F)(F)F, [H+], [Na+], O, COc1cccc(-c2cccc(C34CC(O)CC3CSC(NC(=O)c3ccccc3)=N4)c2)c1. Product: COc1cccc(-c2cccc(C34CC(OC)CC3CSC(NC(=O)c3ccccc3)=N4)c2)c1. As a reaction SMILES: [C:53](=[O:54])([OH:55])[O-:56].[CH3:40][Si:41]([CH:42]=[N+:43]=[N-:44])([CH3:45])[CH3:46].[CH3:47][CH2:48][CH2:49][CH2:50][CH2:51][CH3:52].[Cl:58][CH2:59][Cl:60].[F:34][B-:35]([F:36])([F:37])[F:38].[H+:39].[Na+:57].[OH2:61].[OH:1][CH:2]1[CH2:3][CH:4]2[C:5]([c:20]3[cH:21][c:22](-[c:26]4[cH:27][c:28]([O:32][CH3:33])[cH:29][cH:30][cH:31]4)[cH:23][cH:24][cH:25]3)([N:6]=[C:7]([NH:10][C:11]([c:12]3[cH:13][cH:14][cH:15][cH:16][cH:17]3)=[O:18])[S:8][CH2:9]2)[CH2:19]1>>[O:1]([CH:2]1[CH2:3][CH:4]2[C:5]([c:20]3[cH:21][c:22](-[c:26]4[cH:27][c:28]([O:32][CH3:33])[cH:29][cH:30][cH:31]4)[cH:23][cH:24][cH:25]3)([N:6]=[C:7]([NH:10][C:11]([c:12]3[cH:13][cH:14][cH:15][cH:16][cH:17]3)=[O:18])[S:8][CH2:9]2)[CH2:19]1)[CH3:40]. Starting materials: CC(C)(C)[Si](C)(C)Cl, Cl, OC1CNOC1, CN(C)C=O. Yields the product CC(C)(C)[Si](C)(C)OC1CNOC1. Reaction SMILES: [C:1]([CH3:2])([CH3:3])([CH3:4])[Si:5]([Cl:6])([CH3:7])[CH3:8].[ClH:9].[O:10]1[NH:11][CH2:12][CH:13]([OH:15])[CH2:14]1.[O:16]=[CH:17][N:18]([CH3:19])[CH3:20]>>[C:1]([CH3:2])([CH3:3])([CH3:4])[Si:5]([CH3:7])([CH3:8])[O:15][CH:13]1[CH2:12][NH:11][O:10][CH2:14]1. Starting materials: CC(C)(C(=O)O)c1cccc(B(O)O)c1, O=C([O-])[O-], COCCOC, [Cs+], [Cs+], O, c1ccc(P(c2ccccc2)(c2ccccc2)[Pd](P(c2ccccc2)(c2ccccc2)c2ccccc2)(P(c2ccccc2)(c2ccccc2)c2ccccc2)P(c2ccccc2)(c2ccccc2)c2ccccc2)cc1, Cc1nc(Cl)cc(NCc2cc3ccccc3s2)n1. The product is Cc1nc(NCc2cc3ccccc3s2)cc(-c2cccc(C(C)(C)C(=O)O)c2)n1. Reaction SMILES: [C:20](=[O:21])([OH:22])[C:23]([CH3:24])([CH3:25])[c:26]1[cH:27][c:28]([B:32]([OH:33])[OH:34])[cH:29][cH:30][cH:31]1.[C:35](=[O:36])([O-:37])[O-:38].[CH3:41][O:42][CH2:43][CH2:44][O:45][CH3:46].[Cs+:39].[Cs+:40].[OH2:47].[cH:48]1[cH:49][cH:50][c:51]([P:52]([Pd:53]([P:54]([c:55]2[cH:56][cH:57][cH:58][cH:59][cH:60]2)([c:61]2[cH:62][cH:63][cH:64][cH:65][cH:66]2)[c:67]2[cH:68][cH:69][cH:70][cH:71][cH:72]2)([P:73]([c:74]2[cH:75][cH:76][cH:77][cH:78][cH:79]2)([c:80]2[cH:81][cH:82][cH:83][cH:84][cH:85]2)[c:86]2[cH:87][cH:88][cH:89][cH:90][cH:91]2)[P:92]([c:93]2[cH:94][cH:95][cH:96][cH:97][cH:98]2)([c:99]2[cH:100][cH:101][cH:102][cH:103][cH:104]2)[c:105]2[cH:106][cH:107][cH:108][cH:109][cH:110]2)([c:111]2[cH:112][cH:113][cH:114][cH:115][cH:116]2)[c:117]2[cH:118][cH:119][cH:120][cH:121][cH:122]2)[cH:123][cH:124]1.[s:1]1[c:2]2[c:3]([cH:4][c:5]1[CH2:6][NH:7][c:8]1[n:9][c:10]([CH3:15])[n:11][c:12]([Cl:14])[cH:13]1)[cH:16][cH:17][cH:18][cH:19]2>>[s:1]1[c:2]2[c:3]([cH:4][c:5]1[CH2:6][NH:7][c:8]1[n:9][c:10]([CH3:15])[n:11][c:12](-[c:28]3[cH:27][c:26]([C:23]([C:20](=[O:21])[OH:22])([CH3:24])[CH3:25])[cH:31][cH:30][cH:29]3)[cH:13]1)[cH:16][cH:17][cH:18][cH:19]2. Reactants: CCO, COc1cc([N+](=O)[O-])ccc1C. Product: COc1cc(N)ccc1C. RXN SMILES: [CH3:13][CH2:14][OH:15].[CH3:1][c:2]1[c:3]([O:11][CH3:12])[cH:4][c:5]([N+:8]([O-:9])=[O:10])[cH:6][cH:7]1>>[CH3:1][c:2]1[c:3]([O:11][CH3:12])[cH:4][c:5]([NH2:8])[cH:6][cH:7]1.